This data is from the Open Reaction Database (ORD), a public repository of structured organic reaction records. The task is: describe an organic reaction: reactants, conditions, products, and yield Reactants: COC1=CC(=C(C(=C1)C)S(=O)(=O)N(C)CC1=CC(=CO1)C(=O)O)C (5-({[(4-Methoxy-2,6-dimethylphenyl)sulfonyl](methyl)amino}methyl)furan-3-carboxylic acid), C1=CN(C=N1)C(=O)N2C=CN=C2 (CDI), CN1CC(CCC1)CN1CCNCC1 (1-[(1-methylpiperidin-3-yl)methyl]piperazine). The solvent is ClCCCl (DCE). Yields the product COC1=CC(=C(C(=C1)C)S(=O)(=O)N(CC=1OC=C(C1)C(=O)N1CCN(CC1)CC1CN(CCC1)C)C)C (4-methoxy-N,2,6-trimethyl-N-{[4-({4-[(1-methylpiperidin-3-yl)methyl]piperazin-1-yl}carbonyl)furan-2-yl]methyl}benzenesulfonamide). As a reaction SMILES: [CH3:1][O:2][C:3]1[CH:8]=[C:7]([CH3:9])[C:6]([S:10]([N:13]([CH2:15][C:16]2[O:20][CH:19]=[C:18]([C:21](O)=[O:22])[CH:17]=2)[CH3:14])(=[O:12])=[O:11])=[C:5]([CH3:24])[CH:4]=1.C1N=CN(C(N2C=NC=C2)=O)C=1.[CH3:37][N:38]1[CH2:43][CH2:42][CH2:41][CH:40]([CH2:44][N:45]2[CH2:50][CH2:49][NH:48][CH2:47][CH2:46]2)[CH2:39]1>ClCCCl>[CH3:1][O:2][C:3]1[CH:8]=[C:7]([CH3:9])[C:6]([S:10]([N:13]([CH3:14])[CH2:15][C:16]2[O:20][CH:19]=[C:18]([C:21]([N:48]3[CH2:47][CH2:46][N:45]([CH2:44][CH:40]4[CH2:41][CH2:42][CH2:43][N:38]([CH3:37])[CH2:39]4)[CH2:50][CH2:49]3)=[O:22])[CH:17]=2)(=[O:12])=[O:11])=[C:5]([CH3:24])[CH:4]=1. Procedure details: The title compound was prepared according to general procedure AA using 5-({[(4-Methoxy-2,6-dimethylphenyl)sulfonyl](methyl)amino}methyl)furan-3-carboxylic acid (63 mg, 0.18 mmol), CDI (58 mg, 0.36 mmol) and 1-[(1-methylpiperidin-3-yl)methyl]piperazine (59 mg, 0.30 mmol) in DCE (4.5 mL). The reactants are CC(C#C\C=C/CN(C)CC1=CC(=CC=C1)C(=C)C)(C)C (cis-N-(6,6-Dimethyl-2-hepten-4-ynyl)-N-methyl-(3-isopropenylbenzyl)amine), C(CCC)[Li] (n-butyl lithium), CCCCCC (n-hexane), ice water. Reagents/catalysts: [Br-].C[P+](C1=CC=CC=C1)(C1=CC=CC=C1)C1=CC=CC=C1 (Methyl triphenylphosphonium bromide). Run in C1=CC=CC=C1 (benzene), C1=CC=CC=C1 (benzene). Product: C(C)(C)(C)C1=CC=C(CN(C)CC2=CC(=CC=C2)C=C)C=C1 (N-(4-tert-Butylbenzyl)-N-methyl-(3-vinylbenzyl)amine). Isolated yield 49.4%. Reaction SMILES: [CH2:1]([Li])[CH2:2]CC.CCCCCC.[CH3:12][C:13]([CH3:32])([CH3:31])[C:14]#[C:15]/[CH:16]=[CH:17]\[CH2:18][N:19]([CH2:21][C:22]1[CH:27]=[CH:26][CH:25]=[C:24]([C:28]([CH3:30])=C)[CH:23]=1)[CH3:20]>[Br-].C[P+](C1C=CC=CC=1)(C1C=CC=CC=1)C1C=CC=CC=1.C1C=CC=CC=1>[C:13]([C:14]1[CH:15]=[CH:16][C:17]([CH2:18][N:19]([CH2:21][C:22]2[CH:27]=[CH:26][CH:25]=[C:24]([CH:28]=[CH2:30])[CH:23]=2)[CH3:20])=[CH:2][CH:1]=1)([CH3:12])([CH3:31])[CH3:32] |f:3.4|. Procedure: Methyl triphenylphosphonium bromide (1.07 g; 3.00 mmol) was added to benzene (20 ml). While the mixture was stirred under nitrogen atmosphere at room temperature, n-butyl lithium in n-hexane (1.56 M: 1.9 ml; 3.00 mmol) was added dropwise. The mixture was stirred for 10 minutes, and Compound 5 (0.59 g; 2.00 mmol) in benzene (15 ml) was added dropwise thereto, followed by stirring for 3 hours at room temperature. Reaction was stopped by pouring the mixture into ice/water, followed by extraction wi... Reactants: C(C=C)C1N(C2=CC=CC=C2C(C1)=O)C(=O)OCC1=CC=CC=C1 (benzyl 2-allyl-4-oxo-3,4-dihydroquinoline-1(2H)-carboxylate), I(=O)(=O)(=O)[O-].[Na+] (sodium periodate), N1=C(C=CC=C1C)C (2,6-lutidine). The reagents and catalysts are [Os](=O)(=O)(=O)=O (Osmium tetroxide). Run in O (water), O1CCOCC1 (dioxane). Run at temperature 23 celsius, time 3 hour. The product is O=C1CC(N(C2=CC=CC=C12)C(=O)OCC1=CC=CC=C1)CC=O (Benzyl 4-oxo-2-(2-oxoethyl)-3,4-dihydroquinoline-1(2H)-carboxylate). As a reaction SMILES: [CH2:1]([CH:4]1[CH2:13][C:12](=[O:14])[C:11]2[C:6](=[CH:7][CH:8]=[CH:9][CH:10]=2)[N:5]1[C:15]([O:17][CH2:18][C:19]1[CH:24]=[CH:23][CH:22]=[CH:21][CH:20]=1)=[O:16])[CH:2]=C.I([O-])(=O)(=O)=[O:26].[Na+].N1C(C)=CC=CC=1C>O.O1CCOCC1.[Os](=O)(=O)(=O)=O>[O:14]=[C:12]1[C:11]2[C:6](=[CH:7][CH:8]=[CH:9][CH:10]=2)[N:5]([C:15]([O:17][CH2:18][C:19]2[CH:20]=[CH:21][CH:22]=[CH:23][CH:24]=2)=[O:16])[CH:4]([CH2:1][CH:2]=[O:26])[CH2:13]1 |f:1.2|. Procedure: Osmium tetroxide (5% in water, 2.0 mL, 0.33 mmol, 0.025 equiv) was added to a biphasic mixture of benzyl 2-allyl-4-oxo-3,4-dihydroquinoline-1(2H)-carboxylate (1A) (4.20 g, 13.1 mmol, 1 equiv), sodium periodate (11.2 g, 52.3 mmol, 4.00 equiv) and 2,6-lutidine (3.04 mL, 26.1 mmol, 2.0 equiv) in water (33 mL) and dioxane (98 mL) at 23° C. The reaction mixture was stirred at 23° C. for 3 h, and then it was partitioned between water and dichloromethane. The aqueous layer was further extracted with di... The product is O=C(CCc1ccccc1)NCCCn1ccnc1. The reactants are O=C(n1ccnc1)n1ccnc1, C1CCOC1, O, O=C(O)CCc1ccccc1, NCCCn1ccnc1. RXN SMILES: [C:12]([n:13]1[cH:14][cH:15][n:16][cH:17]1)([n:18]1[cH:19][cH:20][n:21][cH:22]1)=[O:23].[O:24]1[CH2:25][CH2:26][CH2:27][CH2:28]1.[OH2:38].[OH:1][C:2](=[O:3])[CH2:4][CH2:5][c:6]1[cH:7][cH:8][cH:9][cH:10][cH:11]1.[n:29]1([CH2:34][CH2:35][CH2:36][NH2:37])[cH:30][n:31][cH:32][cH:33]1>>[C:2](=[O:3])([CH2:4][CH2:5][c:6]1[cH:7][cH:8][cH:9][cH:10][cH:11]1)[NH:37][CH2:36][CH2:35][CH2:34][n:29]1[cH:30][n:31][cH:32][cH:33]1.